From a dataset of the Open Reaction Database (ORD), a public repository of structured organic reaction records. describe an organic reaction: reactants, conditions, products, and yield RXN SMILES: [N:1]([C:4]1[CH:5]=[CH:6][C:7]([CH3:28])=[C:8]([C:10]([C:12]2[CH:17]=[CH:16][C:15]([NH:18][C:19]3[CH:24]=[CH:23][C:22]([F:25])=[CH:21][C:20]=3[F:26])=[CH:14][C:13]=2[Cl:27])=[O:11])[CH:9]=1)=[N+:2]=[N-:3].[CH2:29]([NH:32][C:33]([NH2:35])=[O:34])[C:30]#[CH:31]>CO>[Cl:27][C:13]1[CH:14]=[C:15]([NH:18][C:19]2[CH:24]=[CH:23][C:22]([F:25])=[CH:21][C:20]=2[F:26])[CH:16]=[CH:17][C:12]=1[C:10]([C:8]1[CH:9]=[C:4]([N:1]2[CH:31]=[C:30]([CH2:29][NH:32][C:33]([NH2:35])=[O:34])[N:3]=[N:2]2)[CH:5]=[CH:6][C:7]=1[CH3:28])=[O:11]. Procedure details: The reaction was carried out similarly as described in the preparation of compound 116, using compound 434 (0.15 mmol) and prop-2-ynyl-urea (0.30 mmol). The crude product was purified by flash chromatography using EtOAc as the eluent to afford a solid. Trituration in MeOH gave the title compound as white solid. The solvent is CO (MeOH). The product is ClC1=C(C(=O)C=2C=C(C=CC2C)N2N=NC(=C2)CNC(=O)N)C=CC(=C1)NC1=C(C=C(C=C1)F)F ((1-{3-[2-Chloro-4-(2,4-difluoro-phenylamino)-benzoyl]-4-methyl-phenyl}-1H-[1,2,3]triazol-4-ylmethyl)-urea). Starting materials: compound 116, N(=[N+]=[N-])C=1C=CC(=C(C1)C(=O)C1=C(C=C(C=C1)NC1=C(C=C(C=C1)F)F)Cl)C ((5-Azido-2-methyl-phenyl)-[2-chloro-4-(2,4-difluoro-phenylamino)-phenyl]-methanone), C(C#C)NC(=O)N (prop-2-ynyl-urea). Reactants: Cl.COC([C@@H](NC([C@@](N)(CC(O)=O)C(=O)N1CCCCC1)=O)CC1=CC=CC=C1)=O (2-piperidinecarbonyl-α-L-aspartyl-L-phenylalanine methyl ester hydrochloride), C([O-])(O)=O.[Na+] (sodium bicarbonate), C=CC1=CC=CC=C1.C(=C)C1=C(C=CC=C1)C=C (styrene/divinylbenzene). Run in O (water). Yields the product COC([C@@H](NC([C@@](N)(CC(O)=O)C(=O)N1CCCCC1)=O)CC1=CC=CC=C1)=O (2-Piperidinecarbonyl-α-L-aspartyl-L-phenylalanine methyl ester). Isolated yield 88.2%. As a reaction SMILES: Cl.[CH3:2][O:3][C:4](=[O:30])[C@H:5]([CH2:23][C:24]1[CH:29]=[CH:28][CH:27]=[CH:26][CH:25]=1)[NH:6][C:7](=[O:22])[C@:8]([C:14]([N:16]1[CH2:21][CH2:20][CH2:19][CH2:18][CH2:17]1)=[O:15])([CH2:10][C:11](=[O:13])[OH:12])[NH2:9].C(=O)(O)[O-].[Na+].C=CC1C=CC=CC=1.C(C1C=CC=CC=1C=C)=C>O>[CH3:2][O:3][C:4](=[O:30])[C@H:5]([CH2:23][C:24]1[CH:25]=[CH:26][CH:27]=[CH:28][CH:29]=1)[NH:6][C:7](=[O:22])[C@:8]([C:14]([N:16]1[CH2:21][CH2:20][CH2:19][CH2:18][CH2:17]1)=[O:15])([CH2:10][C:11](=[O:12])[OH:13])[NH2:9] |f:0.1,2.3,4.5|. Procedure: A solution of DL-2-piperidinecarbonyl-α-L-aspartyl-L-phenylalanine methyl ester hydrochloride (2.1 g) in 50 ml water was neutralized with sodium bicarbonate and passed through a column (50 ml) packed with an adsorption resin of styrene/divinylbenzene type (Mitsubishi Chemical Industries, Ltd., "Adsorption Resin SP-207"). After washing the column with 200 ml water, the adsorbed portion was eluted with 200 ml of water/methanol (50/50 by volume), and the solvents were removed by distillation, affor... Reactants: NC(C(=O)OCC)C(=O)OCC (diethyl aminomalonate), ON1C(CCC1=O)=O (N-hydroxysuccinimide), C1(CCCCC1)N=C=NC1CCCCC1 (N,N'-dicyclohexylcarbodiimide), NC(C(=O)OCC)C(=O)OCC (diethyl aminomalonate), OC(C(=O)O)CC(C)C (α-hydroxyisocaproic acid). Solvent: O1CCOCC1 (dioxane). Reaction conditions: time 16 hour. The product is ON=C(C(=O)NC(C(=O)OCC)C(=O)OCC)CC(C)C (diethyl N-(2-hydroxyimino- 4-methylpentanoyl)aminomalonate). Reaction SMILES: [NH2:1][CH:2]([C:8]([O:10][CH2:11][CH3:12])=[O:9])[C:3]([O:5][CH2:6][CH3:7])=[O:4].O[CH:14]([CH2:18][CH:19]([CH3:21])[CH3:20])[C:15](O)=[O:16].[OH:22][N:23]1C(=O)CCC1=O.C1(N=C=NC2CCCCC2)CCCCC1>O1CCOCC1>[OH:22][N:23]=[C:14]([CH2:18][CH:19]([CH3:21])[CH3:20])[C:15]([NH:1][CH:2]([C:3]([O:5][CH2:6][CH3:7])=[O:4])[C:8]([O:10][CH2:11][CH3:12])=[O:9])=[O:16]. Procedure details: 30 Milliliters of water and 7.0 g of sodium hydrogen carbonate were added to a suspension of 17.5 g of diethyl aminomalonate hydrochloride in 150 ml of dichloromethane. After 20 minutes, the dichloromethane layer was separated and dried over magnesium sulfate. The solvent was removed by evaporation under reduced pressure to obtain colorless oily diethyl aminomalonate. The diethyl aminomalonate was made into a solution of the diethyl aminomalonate, 10.0 g of α-hydroxyisocaproic acid and 8.7 g of ... Reactants: CC(=O)c1ccc(-c2ccc(Cl)cc2)cc1, CC(=O)c1ccc(-c2ccccc2Cl)cc1, [H][H], c1ccccc1. The product is CCc1ccc(-c2ccc(Cl)cc2)cc1. Reaction SMILES: [Cl:17][c:18]1[cH:19][cH:20][c:21](-[c:24]2[cH:25][cH:26][c:27]([C:30]([CH3:31])=[O:32])[cH:28][cH:29]2)[cH:22][cH:23]1.[Cl:1][c:2]1[cH:3][cH:4][cH:5][cH:6][c:7]1-[c:8]1[cH:9][cH:10][c:11]([C:12](=[O:13])[CH3:14])[cH:15][cH:16]1.[H:33][H:34].[cH:35]1[cH:36][cH:37][cH:38][cH:39][cH:40]1>>[Cl:17][c:18]1[cH:19][cH:20][c:21](-[c:24]2[cH:25][cH:26][c:27]([CH2:30][CH3:31])[cH:28][cH:29]2)[cH:22][cH:23]1. Reactants: C[O-], CN(C)C=O, CO, Nc1cc(Cl)ccc1[N+](=O)[O-], [Na+]. Yields the product COc1ccc([N+](=O)[O-])c(N)c1. Reaction SMILES: [CH3:12][O-:13].[CH3:15][N:16]([CH3:17])[CH:18]=[O:19].[CH3:20][OH:21].[Cl:1][c:2]1[cH:3][cH:4][c:5]([N+:9](=[O:10])[O-:11])[c:6]([NH2:7])[cH:8]1.[Na+:14]>>[c:2]1([O:13][CH3:12])[cH:3][cH:4][c:5]([N+:9](=[O:10])[O-:11])[c:6]([NH2:7])[cH:8]1. As a reaction SMILES: [CH2:1]([CH3:2])[N:3]([C:4](=[O:5])[O:6][C:7]([CH3:8])([CH3:9])[CH3:10])[CH2:11][CH2:12][N:13]1[c:14]2[c:15]([cH:19][c:20]([NH:23][C:24](=[NH:25])[c:26]3[s:27][cH:28][cH:29][cH:30]3)[cH:21][cH:22]2)[S:16][CH2:17][CH2:18]1.[CH3:34][OH:35].[ClH:31].[Na+:33].[OH-:32].[OH2:36]>>[CH2:1]([CH3:2])[NH:3][CH2:11][CH2:12][N:13]1[c:14]2[c:15]([cH:19][c:20]([NH:23][C:24](=[NH:25])[c:26]3[s:27][cH:28][cH:29][cH:30]3)[cH:21][cH:22]2)[S:16][CH2:17][CH2:18]1. The reactants are CCN(CCN1CCSc2cc(NC(=N)c3cccs3)ccc21)C(=O)OC(C)(C)C, CO, Cl, [Na+], [OH-], O. Product: CCNCCN1CCSc2cc(NC(=N)c3cccs3)ccc21.